This data is from the Open Reaction Database (ORD), a public repository of structured organic reaction records. The task is: describe an organic reaction: reactants, conditions, products, and yield Reactants: C(C)(C)(C)C1=NN(C(=C1)NC(=O)NC1=CC=CC2=CC=CC=C12)C1=CC(=CC=C1)O (1-[3-tert-butyl-1-(3-hydroxyphenyl)-1H-pyrazol-5-yl]-3-(naphthalene-1-yl)urea), Cl (HCl), [Na+].[Cl-] (NaCl), ClS(=O)(=O)N=C=O (chlorosulfonyl isocyanate), N1CCCC1 (pyrrolidine). The solvent is C(Cl)Cl (CH2Cl2), C(Cl)Cl (CH2Cl2). Conditions: time 2 hour. The product is C(C)(C)(C)C1=NN(C(=C1)NC(=O)NC1=CC=CC2=CC=CC=C12)C=1C=C(C=CC1)OS(NC(=O)N1CCCC1)(=O)=O ((pyrrolidine-1-carbonyl)sulfamic acid 3-[3-tert-butyl-5-(3-naphthalen-1-yl-ureido)-pyrazol-1-yl]phenyl ester). Yield: 1.4%. RXN SMILES: Cl[S:2]([N:5]=[C:6]=[O:7])(=[O:4])=[O:3].[NH:8]1[CH2:12][CH2:11][CH2:10][CH2:9]1.[C:13]([C:17]1[CH:21]=[C:20]([NH:22][C:23]([NH:25][C:26]2[C:35]3[C:30](=[CH:31][CH:32]=[CH:33][CH:34]=3)[CH:29]=[CH:28][CH:27]=2)=[O:24])[N:19]([C:36]2[CH:41]=[CH:40][CH:39]=[C:38]([OH:42])[CH:37]=2)[N:18]=1)([CH3:16])([CH3:15])[CH3:14].Cl.[Na+].[Cl-]>C(Cl)Cl>[C:13]([C:17]1[CH:21]=[C:20]([NH:22][C:23]([NH:25][C:26]2[C:35]3[C:30](=[CH:31][CH:32]=[CH:33][CH:34]=3)[CH:29]=[CH:28][CH:27]=2)=[O:24])[N:19]([C:36]2[CH:37]=[C:38]([O:42][S:2](=[O:4])(=[O:3])[NH:5][C:6]([N:8]3[CH2:12][CH2:11][CH2:10][CH2:9]3)=[O:7])[CH:39]=[CH:40][CH:41]=2)[N:18]=1)([CH3:16])([CH3:14])[CH3:15] |f:4.5|. Procedure: To a stirring solution of chlorosulfonyl isocyanate (0.35 g, 5 mmol) in CH2Cl2 (20 mL) at 0° C. was added pyrrolidine (0.18 g, 5 mmol) at such a rate that the reaction temperature did not rise above 5° C. After stirring for 2 h, a solution of Example 41 (1.10 g, 6.5 mmol) and triethylmine (0.46 g, 9 mmol) in CH2Cl2 (20 mL) was added. When the addition was complete, the mixture was allowed to warm to RT and stirred overnight. The reaction mixture was poured into 10% HCl (10 mL) saturated with NaC... The reactants are NC1=CC=C(C=C1C(C(F)(F)F)(C#CC=1OC=CC1)O)Cl (6-Amino-3-chloro-α-(furan-2-yl)ethynyl-α-(trifluoromethyl)benzyl alcohol), C([O-])([O-])=O.[Cs+].[Cs+].[I-].[Li+] (cesium carbonate lithium iodide), [H-].[Na+] (sodium hydride). Product: ClC=1C=CC2=C([C@](O[C@H](C(N2)=O)C)(C(F)(F)F)C#CC2=COC=C2)C1 (rel-(3S,5S)-7-Chloro-5-(3-furanylethynyl)-1,5-dihydro-3-methyl-5-(trifluoromethyl)-4,1-benzoxazepin-2(3H)-one). Reaction SMILES: [NH2:1][C:2]1[C:7]([C:8]([OH:20])([C:13]#[C:14][C:15]2OC=[CH:18][CH:19]=2)[C:9]([F:12])([F:11])[F:10])=[CH:6][C:5]([Cl:21])=[CH:4][CH:3]=1.[C:22](=[O:25])([O-])[O-].[Cs+].[Cs+].[I-].[Li+].[H-].[Na+]>>[Cl:21][C:5]1[CH:4]=[CH:3][C:2]2[NH:1][C:8](=[O:20])[C@H:7]([CH3:6])[O:20][C@:8]([C:13]#[C:14][C:15]3[CH:19]=[CH:18][O:25][CH:22]=3)([C:9]([F:10])([F:11])[F:12])[C:7]=2[CH:6]=1 |f:1.2.3.4.5,6.7|. Procedure: The title compound was prepared in a manner similar to the product of Example 11 except that cesium carbonate/lithium iodide rather than sodium hydride was used in the final reaction step: mp 214-215°. Starting materials: C(C)(=O)NC1=CC=C(C(=O)N(C2=CC(=CC=C2)OC)CCN2CCC(CC2)C(C2=CC=C(C=C2)F)=O)C=C1 (4-acetylamino-N-{2-[4-(4-fluorobenzoyl)piperidino]ethyl}-N-(3-methoxyphenyl)benzamide), C(C(O)C(O)C(=O)O)(=O)O (tartaric acid). The product is C(C(O)C(O)C(=O)O)(=O)O.C(C)(=O)NC1=CC=C(C(=O)N(C2=CC(=CC=C2)OC)CCN2CCC(CC2)C(C2=CC=C(C=C2)F)=O)C=C1 (4-Acetylamino-N-{2-[4-(4-fluorobenzoyl)piperidino]ethyl}-N-(3-methoxyphenyl)benzamide tartarate). Yield: 71.4%. As a reaction SMILES: [C:1]([NH:4][C:5]1[CH:38]=[CH:37][C:8]([C:9]([N:11]([CH2:20][CH2:21][N:22]2[CH2:27][CH2:26][CH:25]([C:28](=[O:36])[C:29]3[CH:34]=[CH:33][C:32]([F:35])=[CH:31][CH:30]=3)[CH2:24][CH2:23]2)[C:12]2[CH:17]=[CH:16][CH:15]=[C:14]([O:18][CH3:19])[CH:13]=2)=[O:10])=[CH:7][CH:6]=1)(=[O:3])[CH3:2].[C:39]([OH:48])(=[O:47])[CH:40]([CH:42]([C:44]([OH:46])=[O:45])[OH:43])[OH:41]>>[C:39]([OH:48])(=[O:47])[CH:40]([CH:42]([C:44]([OH:46])=[O:45])[OH:43])[OH:41].[C:1]([NH:4][C:5]1[CH:38]=[CH:37][C:8]([C:9]([N:11]([CH2:20][CH2:21][N:22]2[CH2:23][CH2:24][CH:25]([C:28](=[O:36])[C:29]3[CH:30]=[CH:31][C:32]([F:35])=[CH:33][CH:34]=3)[CH2:26][CH2:27]2)[C:12]2[CH:17]=[CH:16][CH:15]=[C:14]([O:18][CH3:19])[CH:13]=2)=[O:10])=[CH:7][CH:6]=1)(=[O:3])[CH3:2] |f:2.3|. Procedure details: Using 4-acetylamino-N-{2-[4-(4-fluorobenzoyl)piperidino]ethyl}-N-(3-methoxyphenyl)benzamide (155.0 mg, 0.30 mmol) and tartaric acid (35.0 mg, 0.30 mmol), the procedure of Inventive Example 211 was repeated to obtain 143.0 mg (75.3%) of the title compound in a colorless powder form. Starting materials: C(C)C(C(=O)[O-])CCCC.[K+] (potassium 2-ethylhexanoate), C1(=CC=CC=C1)P(C1=CC=CC=C1)C1=CC=CC=C1 (triphenylphosphine), tetrakis(tripheylphosphine)palladium, C(C)OCC (ethyl ether), C(C=C)OC(=O)C=1N2C([C@@H]([C@H]2SC1C=1C=NC=CC1)[C@@H](C)O)=O ((+)-(5R, 6S)-6-[(R)-1-hydroxyethyl]-3-(3-pyridyl)-7-oxo-4-thia-1-azabicyclo[3.2.0]hept-2-ene-2-carboxylic acid allyl ester). Run in C(Cl)Cl (methylene chloride), O1CCCC1 (tetrahydrofuran). Conditions: time 15 minute. Yields the product O[C@H](C)[C@@H]1[C@H]2SC(=C(N2C1=O)C(=O)[O-])C=1C=NC=CC1.[K+] (potassium (+)-(5R, 6S)-6-[(R)-1-hydroxyethyl]-3-(3-pyridyl)-7-oxo-4-thia-1-azabicyclo[3.2.0]hept-2-ene-2-carboxylate). RXN SMILES: C([O:4][C:5]([C:7]1[N:8]2[C@H:11]([S:12][C:13]=1[C:14]1[CH:15]=[N:16][CH:17]=[CH:18][CH:19]=1)[C@@H:10]([C@H:20]([OH:22])[CH3:21])[C:9]2=[O:23])=[O:6])C=C.C1(P(C2C=CC=CC=2)C2C=CC=CC=2)C=CC=CC=1.C(C(CCCC)C([O-])=O)C.[K+:53].C(OCC)C>C(Cl)Cl.O1CCCC1>[OH:22][C@@H:20]([C@H:10]1[C:9](=[O:23])[N:8]2[C@@H:11]1[S:12][C:13]([C:14]1[CH:15]=[N:16][CH:17]=[CH:18][CH:19]=1)=[C:7]2[C:5]([O-:6])=[O:4])[CH3:21].[K+:53] |f:2.3,7.8|. Procedure details: (+)-(5R, 6S)-6-[(R)-1-hydroxyethyl]-3-(3-pyridyl)-7-oxo-4-thia-1-azabicyclo[3.2.0]hept-2-ene-2-carboxylic acid allyl ester (332.4 g) was dissolved in a mixture of methylene chloride (2.5 liters) and tetrahydrofuran (1.3 liters). To the solution were added triphenylphosphine (26.2 g) and tetrakis(tripheylphosphine)palladium (11.6 g), followed by further addition of the above solution of potassium 2-ethylhexanoate. The mixture was stirred for 15 minutes and ethyl ether was added dropwise thereto t... Starting materials: C(C(=C)C)(=O)OCC(CCCC)CC (2-ethylhexyl methacrylate), solution, C(C(=C)C)(=O)OCC1CO1 (glycidyl methacrylate), II, III, C(C(=C)C)(=O)OCC1CO1 (glycidyl methacrylate), ClC=1C=C(C(=O)[O-])C=CC1.C(CCC)[N+](CCCC)(CCCC)CCCC (tetrabutylammonium m-chlorobenzoate), III, C[Si](OC(=C(C)C)OC)(C)C (1-trimethylsiloxy-1-methoxy-2-methylpropene), ClC=1C=C(C(=O)[O-])C=CC1.C(CCC)[N+](CCCC)(CCCC)CCCC (tetrabutylammonium m-chlorobenzoate), solution, III, II. The solvent is CO (methanol), CO (methanol), O1CCCC1 (tetrahydrofuran), C(C)#N (acetonitrile), C=1(C(=CC=CC1)C)C (xylene), O1CCCC1.C1CCOC1 (tetrahydrofuran THF), CO (methanol). Conditions: temperature 10 celsius, time 8 minute. Yields the product CCOC1=C(C=CC(=C1)C(C(=O)O)O)O (EHMA). As a reaction SMILES: C[Si](C)(C)O[C:4]([O:8]C)=[C:5]([CH3:7])[CH3:6].ClC1C=C(C=CC=1)[C:16]([O-:18])=[O:17].C([N+](CCCC)(CCCC)CCCC)CCC.[C:39]([O:44][CH2:45][CH:46]1[O:48][CH2:47]1)(=O)[C:40](C)=C.C(OCC(CC)CCCC)(=O)C(C)=C>C(#N)C.CO.O1CCCC1.C1(C)C(C)=CC=CC=1.O1CCCC1.C1COCC1>[CH3:40][CH2:39][O:44][C:45]1[CH:6]=[C:5]([CH:4]([OH:8])[C:16]([OH:18])=[O:17])[CH:7]=[CH:47][C:46]=1[OH:48] |f:1.2,9.10|. Procedure: A 250 ml round bottom flask, equipped with a mechanical stirrer, thermometer, and nitrogen inlet, is charged with tetrahydrofuran THF (75.6 gm), 1-trimethylsiloxy-1-methoxy-2-methylpropene (7.0 gm, 0.0402M), xylene (1.0 gm), and tetrabutylammonium m-chlorobenzoate (400 μl of a 1.0M solution in acetonitrile). The flask is cooled to 10° C. Feed I consists of tetrahydrofuran (4.0 gm) and tetrabutylammonium m-chlorobenzoate (400 μl of a 1.0M solution). It is added over 50 minutes. Feed II is glycidy... Starting materials: O=C(Nc1ccc2c(c1)CCC2)c1ccc(N2CCNCC2)cc1, CCOC(=O)c1ccc(Cl)nc1, C1CCOC1, CCN(C(C)C)C(C)C. Yields the product CCOC(=O)c1ccc(N2CCN(c3ccc(C(=O)Nc4ccc5c(c4)CCC5)cc3)CC2)nc1. As a reaction SMILES: [CH2:1]1[CH2:2][CH2:3][c:4]2[cH:5][c:6]([NH:10][C:11]([c:12]3[cH:13][cH:14][c:15]([N:18]4[CH2:19][CH2:20][NH:21][CH2:22][CH2:23]4)[cH:16][cH:17]3)=[O:24])[cH:7][cH:8][c:9]21.[CH2:25]([CH3:26])[O:27][C:28](=[O:29])[c:30]1[cH:31][cH:32][c:33]([Cl:36])[n:34][cH:35]1.[CH2:46]1[O:47][CH2:48][CH2:49][CH2:50]1.[CH:37]([N:38]([CH:39]([CH3:40])[CH3:41])[CH2:42][CH3:43])([CH3:44])[CH3:45]>>[CH2:1]1[CH2:2][CH2:3][c:4]2[cH:5][c:6]([NH:10][C:11]([c:12]3[cH:13][cH:14][c:15]([N:18]4[CH2:19][CH2:20][N:21]([c:33]5[cH:32][cH:31][c:30]([C:28]([O:27][CH2:25][CH3:26])=[O:29])[cH:35][n:34]5)[CH2:22][CH2:23]4)[cH:16][cH:17]3)=[O:24])[cH:7][cH:8][c:9]21. Reactants: CO, COC(=O)c1c[nH]c(Sc2ccccc2Cl)c1, [Na+], [OH-]. Yields the product O=C(O)c1c[nH]c(Sc2ccccc2Cl)c1. As a reaction SMILES: [CH3:20][OH:21].[Cl:1][c:2]1[c:3]([S:8][c:9]2[cH:10][c:11]([C:14](=[O:15])[O:16][CH3:17])[cH:12][nH:13]2)[cH:4][cH:5][cH:6][cH:7]1.[Na+:19].[OH-:18]>>[Cl:1][c:2]1[c:3]([S:8][c:9]2[cH:10][c:11]([C:14](=[O:15])[OH:16])[cH:12][nH:13]2)[cH:4][cH:5][cH:6][cH:7]1. The reactants are CC(C)(C)OC(=O)N1CCC(Oc2cccc(CO[Si](C)(C)C(C)(C)C)n2)CC1, C1CCOC1, CCCC[N+](CCCC)(CCCC)CCCC, [F-]. Product: CC(C)(C)OC(=O)N1CCC(Oc2cccc(CO)n2)CC1. RXN SMILES: [C:1]([Si:2]([CH3:3])([CH3:4])[O:6][CH2:7][c:8]1[cH:9][cH:10][cH:11][c:12]([O:14][CH:15]2[CH2:16][CH2:17][N:18]([C:21](=[O:22])[O:23][C:24]([CH3:25])([CH3:26])[CH3:27])[CH2:19][CH2:20]2)[n:13]1)([CH3:5])([CH3:28])[CH3:29].[CH2:48]1[O:49][CH2:50][CH2:51][CH2:52]1.[CH3:31][CH2:32][CH2:33][CH2:34][N+:35]([CH2:36][CH2:37][CH2:38][CH3:39])([CH2:40][CH2:41][CH2:42][CH3:43])[CH2:44][CH2:45][CH2:46][CH3:47].[F-:30]>>[OH:6][CH2:7][c:8]1[cH:9][cH:10][cH:11][c:12]([O:14][CH:15]2[CH2:16][CH2:17][N:18]([C:21](=[O:22])[O:23][C:24]([CH3:25])([CH3:26])[CH3:27])[CH2:19][CH2:20]2)[n:13]1.